From a dataset of the Open Reaction Database (ORD), a public repository of structured organic reaction records. describe an organic reaction: reactants, conditions, products, and yield The reactants are O.[OH-].[Li+] (lithium hydroxide monohydrate), [N+](=O)([O-])C1=CC=C(C(CNC2=C(NC3=CC(=CC(=C23)Cl)Cl)C(=O)OCC)=O)C=C1 (3-[(4-nitrophenacyl)amino]-2-carbethoxy-4,6-dichloroindole), Cl (hydrochloric acid). Solvent: O (water). Yields the product [N+](=O)([O-])C1=CC=C(C(CNC2=C(NC3=CC(=CC(=C23)Cl)Cl)C(=O)O)=O)C=C1 (3-[(4-Nitrophenacyl)amino]-2-carboxy-4,6-dichloroindole). Isolated yield 95.2%. As a reaction SMILES: [N+:1]([C:4]1[CH:29]=[CH:28][C:7]([C:8](=[O:27])[CH2:9][NH:10][C:11]2[C:19]3[C:14](=[CH:15][C:16]([Cl:21])=[CH:17][C:18]=3[Cl:20])[NH:13][C:12]=2[C:22]([O:24]CC)=[O:23])=[CH:6][CH:5]=1)([O-:3])=[O:2].O.[OH-].[Li+].Cl>O>[N+:1]([C:4]1[CH:5]=[CH:6][C:7]([C:8](=[O:27])[CH2:9][NH:10][C:11]2[C:19]3[C:14](=[CH:15][C:16]([Cl:21])=[CH:17][C:18]=3[Cl:20])[NH:13][C:12]=2[C:22]([OH:24])=[O:23])=[CH:28][CH:29]=1)([O-:3])=[O:2] |f:1.2.3|. Procedure: Mix 3-[(4-nitrophenacyl)amino]-2-carbethoxy-4,6-dichloroindole (161 mg, 0.381 mmol), tetrahydrofuan (20 ml) and water (20 mL). Add lithium hydroxide monohydrate (64 mg, 1.52 mmol) and stir overnight. Heat at reflux for 4 hours, cool to room temperature and pour onto 1N hydrochloric acid (100 mL). Collect the resulting solid by filtration and air dry to give the title compound (148 mg, 99%); mp 270°-72° C.